From a dataset of the Open Reaction Database (ORD), a public repository of structured organic reaction records. describe an organic reaction: reactants, conditions, products, and yield Starting materials: CCOC(=O)C=Cc1ccc(Br)cc1, O=C([O-])[O-], NC1CCN(Cc2ccccc2)C1, [Cl-], [Cs+], [Cs+], [NH4+], CC(=O)[O-], CC(=O)[O-], C1COCCO1, [Pd+2]. Yields the product CCOC(=O)C=Cc1ccc(NC2CCN(Cc3ccccc3)C2)cc1. RXN SMILES: [Br:1][c:2]1[cH:3][cH:4][c:5]([CH:8]=[CH:9][C:10](=[O:11])[O:12][CH2:13][CH3:14])[cH:6][cH:7]1.[C:15](=[O:16])([O-:17])[O-:18].[CH2:21]([c:22]1[cH:23][cH:24][cH:25][cH:26][cH:27]1)[N:28]1[CH2:29][CH:30]([NH2:33])[CH2:31][CH2:32]1.[Cl-:34].[Cs+:19].[Cs+:20].[NH4+:35].[O-:43][C:44]([CH3:45])=[O:46].[O-:47][C:48]([CH3:49])=[O:50].[O:36]1[CH2:37][CH2:38][O:39][CH2:40][CH2:41]1.[Pd+2:42]>>[c:2]1([NH:33][CH:30]2[CH2:29][N:28]([CH2:21][c:22]3[cH:23][cH:24][cH:25][cH:26][cH:27]3)[CH2:32][CH2:31]2)[cH:3][cH:4][c:5]([CH:8]=[CH:9][C:10](=[O:11])[O:12][CH2:13][CH3:14])[cH:6][cH:7]1. The reactants are CC(=O)[O-], CC(=O)[O-], CC(=O)c1cccc(C)n1, CC(C)(C)[O-], CC(=O)O, CN(C)c1ccccc1-c1ccccc1P(C1CCCCC1)C1CCCCC1, Clc1ccc2ncccc2c1, [K+], C1CCOC1, [Pd+2]. The product is Cc1cccc(C(=O)Cc2ccc3ncccc3c2)n1. Reaction SMILES: [C:61]([O-:62])(=[O:63])[CH3:64].[C:66]([O-:67])(=[O:68])[CH3:69].[CH3:12][c:13]1[cH:14][cH:15][cH:16][c:17]([C:19]([CH3:20])=[O:21])[n:18]1.[CH3:50][C:51]([CH3:52])([O-:53])[CH3:54].[CH3:70][C:71](=[O:72])[OH:73].[CH:22]1([P:23]([CH:24]2[CH2:25][CH2:26][CH2:27][CH2:28][CH2:29]2)[c:30]2[cH:31][cH:32][cH:33][cH:34][c:35]2-[c:36]2[cH:37][cH:38][cH:39][cH:40][c:41]2[N:42]([CH3:43])[CH3:44])[CH2:45][CH2:46][CH2:47][CH2:48][CH2:49]1.[Cl:1][c:2]1[cH:3][c:4]2[cH:5][cH:6][cH:7][n:8][c:9]2[cH:10][cH:11]1.[K+:55].[O:56]1[CH2:57][CH2:58][CH2:59][CH2:60]1.[Pd+2:65]>>[c:2]1([CH2:20][C:19]([c:17]2[cH:16][cH:15][cH:14][c:13]([CH3:12])[n:18]2)=[O:21])[cH:3][c:4]2[cH:5][cH:6][cH:7][n:8][c:9]2[cH:10][cH:11]1. Starting materials: ClC1=CC=C(C=C1)C=1N(C(N(N1)CO)=O)C1CC1 (5-(4-Chlorophenyl)-4-cyclopropyl-2-(hydroxymethyl)-2,4-dihydro-3H-1,2,4-triazol-3-one), C([O-])(O)=O.[Na+] (sodium bicarbonate), CN(C)C=O (DMF), S(=O)(Cl)Cl (thionyl chloride). The solvent is ClCCl (dichloromethane). Reaction conditions: time 3 hour. The product is ClCN1N=C(N(C1=O)C1CC1)C1=CC=C(C=C1)Cl (2-(Chloromethyl)-5-(4-chlorophenyl)-4-cyclopropyl-2,4-dihydro-3H-1,2,4-triazol-3-one). As a reaction SMILES: [Cl:1][C:2]1[CH:7]=[CH:6][C:5]([C:8]2[N:9]([CH:16]3[CH2:18][CH2:17]3)[C:10](=[O:15])[N:11]([CH2:13]O)[N:12]=2)=[CH:4][CH:3]=1.CN(C=O)C.S(Cl)([Cl:26])=O.C(=O)(O)[O-].[Na+]>ClCCl>[Cl:26][CH2:13][N:11]1[C:10](=[O:15])[N:9]([CH:16]2[CH2:18][CH2:17]2)[C:8]([C:5]2[CH:6]=[CH:7][C:2]([Cl:1])=[CH:3][CH:4]=2)=[N:12]1 |f:3.4|. Procedure details: 875 mg (3.29 mmol) of the compound from Example 121A were suspended in 3 ml of dichloromethane, and a drop of DMF and 288 μl (3.95 mmol) of thionyl chloride were added. The mixture was stirred at RT for 3 h. For work-up, 5 ml of saturated aqueous sodium bicarbonate solution were added. The mixture was extracted once with 10 ml of tert-butyl methyl ether. The organic phase was washed once with 5 ml of water, dried over sodium sulfate, filtered and concentrated under reduced pressure. Drying of th... Reactants: c1ccc(CNC2CCc3ccccc3CC2)cc1, CO, [H][H]. Product: NC1CCc2ccccc2CC1. Reaction SMILES: [CH2:1]([c:2]1[cH:3][cH:4][cH:5][cH:6][cH:7]1)[NH:8][CH:9]1[CH2:10][CH2:11][c:12]2[c:13]([cH:16][cH:17][cH:18][cH:19]2)[CH2:14][CH2:15]1.[CH3:22][OH:23].[H:20][H:21]>>[NH2:8][CH:9]1[CH2:10][CH2:11][c:12]2[c:13]([cH:16][cH:17][cH:18][cH:19]2)[CH2:14][CH2:15]1. Starting materials: CC=1C=CC=CC1C (o-xylene), C(C)(=O)O (acetic acid), C1(C=2C(C(=O)O1)=CC=CC2)=O (phthalic anhydride). Product: C(C=1C(C(=O)O)=CC=CC1)(=O)O (phthalic acid), C1(C=2C(C(=O)O1)=CC=CC2)=O (phthalic anhydride). As a reaction SMILES: [C:1]1(=[O:11])[O:6][C:4](=[O:5])[C:3]2=[CH:7][CH:8]=[CH:9][CH:10]=[C:2]12.CC1C=CC=CC=1C.C(O)(=[O:22])C>>[C:1]([OH:6])(=[O:11])[C:2]1[C:3](=[CH:7][CH:8]=[CH:9][CH:10]=1)[C:4]([OH:22])=[O:5].[C:1]1(=[O:11])[O:6][C:4](=[O:5])[C:3]2=[CH:7][CH:8]=[CH:9][CH:10]=[C:2]12. Procedure details: As an example, reference is made to the production of phthalic anhydride with acetic acid as solvent. During oxidation of o-xylene as feedstock, phthalic acid and phthalic anhydride are obtained as products in the liquid-phase reactor. Therefore, not only the binary crystallization curves of phthalic acid in acetic acid or phthalic anhydride in acetic acid are used, but also those of the ternary system phthalic acid/phthalic anhydride/in acetic acid. By using the process of the invention, phthal... The reactants are CC(C)C[AlH]CC(C)C (DIBAL), C(C)(C)[C@H]1N(C(SC1)=S)C(C[C@@H](CCCC=C)O[Si](CC)(CC)CC)=O ((R)-1-((R)-4-Isopropyl-2-thioxothiazolidin-3-yl)-3-(triethylsilyloxy)oct-7-en-1-one), C(=O)([O-])C(O)C(O)C(=O)[O-].[K+].[Na+] (sodium potassium tartrate). Solvent: C1(=CC=CC=C1)C (toluene). Conditions: temperature -78 celsius, time 30 minute. Product: C(C)[Si](O[C@@H](CC=O)CCCC=C)(CC)CC ((R)-3-(Triethylsilyloxy)oct-7-enal). Isolated yield 93.4%. Reaction SMILES: C([C@@H]1CSC(=S)N1[C:10](=[O:26])[CH2:11][C@H:12]([O:18][Si:19]([CH2:24][CH3:25])([CH2:22][CH3:23])[CH2:20][CH3:21])[CH2:13][CH2:14][CH2:15][CH:16]=[CH2:17])(C)C.CC(C[AlH]CC(C)C)C.C(C(C(C([O-])=O)O)O)([O-])=O.[K+].[Na+]>C1(C)C=CC=CC=1>[CH2:24]([Si:19]([CH2:20][CH3:21])([CH2:22][CH3:23])[O:18][C@H:12]([CH2:13][CH2:14][CH2:15][CH:16]=[CH2:17])[CH2:11][CH:10]=[O:26])[CH3:25] |f:2.3.4|. Procedure details: The title compound from Example 7 (6.08 g, 14.2 mmol) was dissolved in toluene (70 mL) under an atmosphere of nitrogen and the mixture was cooled to −78° C. DIBAL (1 M in hexane, 32 mL, 32 mmol) was added over 10 min, and the mixture was stirred at −78° C. for 30 min. The reaction mixture was poured onto half-saturated sodium potassium tartrate solution at 0° C. and stirred for 3 h. The phases were separated and the aqueous phase was extracted twice with 1:9 ethyl acetate/hexanes. The combined o... Starting materials: CCc1nc2cc3c(cc2o1)CCNCC3, Cn1c(SCCCCl)nnc1-c1cccnc1. The product is CCc1nc2cc3c(cc2o1)CCN(CCCSc1nnc(-c2cccnc2)n1C)CC3, Cl. As a reaction SMILES: [CH2:1]([CH3:2])[c:3]1[o:4][c:5]2[cH:6][c:7]3[c:8]([cH:14][c:15]2[n:16]1)[CH2:9][CH2:10][NH:11][CH2:12][CH2:13]3.[Cl:17][CH2:18][CH2:19][CH2:20][S:21][c:22]1[n:23]([CH3:33])[c:24](-[c:27]2[cH:28][n:29][cH:30][cH:31][cH:32]2)[n:25][n:26]1>>[CH2:1]([CH3:2])[c:3]1[o:4][c:5]2[cH:6][c:7]3[c:8]([cH:14][c:15]2[n:16]1)[CH2:9][CH2:10][N:11]([CH2:18][CH2:19][CH2:20][S:21][c:22]1[n:23]([CH3:33])[c:24](-[c:27]2[cH:28][n:29][cH:30][cH:31][cH:32]2)[n:25][n:26]1)[CH2:12][CH2:13]3.[ClH:17]. The reactants are C(#C)C1=CC(=C(C=C1)F)C (4-ethynyl-1-fluoro-2-methylbenzene), BrC=1C=NC=C(C1)OC (3-bromo-5-methoxypyridine), C(#C)C1=CC(=C(C=C1)F)C (4-ethynyl-1-fluoro-2-methylbenzene). Reagents/catalysts: [Cu]I (copper (I) iodide), C=1C=CC(=CC1)[P](C=2C=CC=CC2)(C=3C=CC=CC3)[Pd]([P](C=4C=CC=CC4)(C=5C=CC=CC5)C=6C=CC=CC6)([P](C=7C=CC=CC7)(C=8C=CC=CC8)C=9C=CC=CC9)[P](C=1C=CC=CC1)(C=1C=CC=CC1)C=1C=CC=CC1 (tetrakis(triphenylphosphine)palladium). Solvent: C(C)(C)NC(C)C (diisopropylamine), C1(=CC=CC=C1)C (toluene). Reaction conditions: temperature 60 celsius. The product is FC1=C(C=C(C=C1)C#CC=1C=NC=C(C1)OC)C (3-(4-Fluoro-3-methylphenylethynyl)-5-methoxypyridine). Yield: 51.1%. RXN SMILES: Br[C:2]1[CH:3]=[N:4][CH:5]=[C:6]([O:8][CH3:9])[CH:7]=1.[C:10]([C:12]1[CH:17]=[CH:16][C:15]([F:18])=[C:14]([CH3:19])[CH:13]=1)#[CH:11]>C(NC(C)C)(C)C.C1(C)C=CC=CC=1.C1C=CC([P]([Pd]([P](C2C=CC=CC=2)(C2C=CC=CC=2)C2C=CC=CC=2)([P](C2C=CC=CC=2)(C2C=CC=CC=2)C2C=CC=CC=2)[P](C2C=CC=CC=2)(C2C=CC=CC=2)C2C=CC=CC=2)(C2C=CC=CC=2)C2C=CC=CC=2)=CC=1.[Cu]I>[F:18][C:15]1[CH:16]=[CH:17][C:12]([C:10]#[C:11][C:2]2[CH:3]=[N:4][CH:5]=[C:6]([O:8][CH3:9])[CH:7]=2)=[CH:13][C:14]=1[CH3:19] |^1:37,39,58,77|. Procedure details: Dissolve 3-bromo-5-methoxypyridine (1.0 g, 5.35 mmol) in diisopropylamine (17 mL) and toluene (10 mL) under nitrogen. Add tetrakis(triphenylphosphine)palladium (0.200 g, 0.16 mmol). Heat at 60° C. and add 4-ethynyl-1-fluoro-2-methylbenzene (717 mg, 5.35 mmol) and copper (I) iodide (20 mg, 0.11 mmol). After 20 h add additional 4-ethynyl-1-fluoro-2-methylbenzene (100 mg, 0.75 mmol) and heat at 60° C. for 5 h. Concentrate and purify using silica gel chromatography, eluting with 30:70 to 40:60 ethyl... Starting materials: BrC1=CC(=C(C=C1)C=1N=C2N(C(=CC=C2)OC)C1)F (2-(4-bromo-2-fluorophenyl)-5-methoxyimidazo[1,2-a]pyridine), C(C)(C)(C)NS(=O)(=O)C1=C(C=CC=C1)B(O)O (2-(tert-butylamino)sulfonylphenylboronic acid). Yields the product C(C)(C)(C)NS(=O)(=O)C=1C(=CC=CC1)C1=CC(=C(C=C1)C=1N=C2N(C(=CC=C2)OC)C1)F (N-tert-Butyl-3′-fluoro-4′-(5-methoxyimidazo[1,2-a]pyridin-2-yl)biphenyl-2-sulfonamide). As a reaction SMILES: Br[C:2]1[CH:7]=[CH:6][C:5]([C:8]2[N:9]=[C:10]3[CH:15]=[CH:14][CH:13]=[C:12]([O:16][CH3:17])[N:11]3[CH:18]=2)=[C:4]([F:19])[CH:3]=1.[C:20]([NH:24][S:25]([C:28]1[CH:33]=[CH:32][CH:31]=[CH:30][C:29]=1B(O)O)(=[O:27])=[O:26])([CH3:23])([CH3:22])[CH3:21]>>[C:20]([NH:24][S:25]([C:28]1[C:29]([C:2]2[CH:7]=[CH:6][C:5]([C:8]3[N:9]=[C:10]4[CH:15]=[CH:14][CH:13]=[C:12]([O:16][CH3:17])[N:11]4[CH:18]=3)=[C:4]([F:19])[CH:3]=2)=[CH:30][CH:31]=[CH:32][CH:33]=1)(=[O:27])=[O:26])([CH3:23])([CH3:21])[CH3:22]. Reported procedure: The title compound was prepared using methods analogous to those described in Example 88 using 2-(4-bromo-2-fluorophenyl)-5-methoxyimidazo[1,2-a]pyridine and 2-(tert-butylamino)sulfonylphenylboronic acid. MS (ESI): mass calcd. for C24H24FN3O3S, 453.15; m/z found, 454.4 [M+H]+. 1H NMR (500 MHz, CDCl3) δ 8.58 (m, 1H), 8.19 (dd, J=8.0, 1.4, 1H), 8.10 (d, J=3.9, 1H), 7.81 (dd, J=6.7, 0.9, 1H), 7.60-7.55 (m, 1H), 7.54-7.48 (m, 1H), 7.43 (dd, J=12.1, 1.7, 1H), 7.38-7.32 (m, 2H), 6.73 (dd, J=7.6, 6.7, ...